This data is from the Open Reaction Database (ORD), a public repository of structured organic reaction records. The task is: describe an organic reaction: reactants, conditions, products, and yield As a reaction SMILES: [CH2:1]([c:2]1[cH:3][cH:4][cH:5][cH:6][cH:7]1)[N:8]1[CH2:9][CH2:10][CH:11]2[C:12](=[O:23])[c:13]3[c:14]([CH3:22])[cH:15][c:16]([Br:21])[cH:17][c:18]3[CH:19]2[CH2:20]1.[OH:24][C:25]([C:26]([F:27])([F:28])[F:29])=[O:30]>>[CH2:1]([c:2]1[cH:3][cH:4][cH:5][cH:6][cH:7]1)[N:8]1[CH2:9][CH2:10][CH:11]2[CH2:12][c:13]3[c:14]([CH3:22])[cH:15][c:16]([Br:21])[cH:17][c:18]3[CH:19]2[CH2:20]1. The product is Cc1cc(Br)cc2c1CC1CCN(Cc3ccccc3)CC21. Starting materials: Cc1cc(Br)cc2c1C(=O)C1CCN(Cc3ccccc3)CC21, O=C(O)C(F)(F)F.